This data is from the Open Reaction Database (ORD), a public repository of structured organic reaction records. The task is: describe an organic reaction: reactants, conditions, products, and yield Starting materials: ClC(=O)OCC (Ethyl chloroformate), NC=1SC2=C(N1)CC(CC2Cl)CC (2-Amino-5-ethyl-7-chloro-4,5,6,7-tetrahydrobenzothiazole), ice water. The solvent is N1=CC=CC=C1 (pyridine). Run at time 1 hour. Yields the product C(C)C1CC(C2=C(N=C(S2)NC(OCC)=O)C1)Cl (ethyl N-(5-ethyl-7-chloro-4,5,6,7-tetrahydrobenzothiazol-2-yl)carbamate). RXN SMILES: [NH2:1][C:2]1[S:3][C:4]2[CH:10]([Cl:11])[CH2:9][CH:8]([CH2:12][CH3:13])[CH2:7][C:5]=2[N:6]=1.Cl[C:15]([O:17][CH2:18][CH3:19])=[O:16]>N1C=CC=CC=1>[CH2:12]([CH:8]1[CH2:7][C:5]2[N:6]=[C:2]([NH:1][C:15](=[O:16])[O:17][CH2:18][CH3:19])[S:3][C:4]=2[CH:10]([Cl:11])[CH2:9]1)[CH3:13]. Procedure details: 2-Amino-5-ethyl-7-chloro-4,5,6,7-tetrahydrobenzothiazole (0.10 mol) dissolved in pyridine (125 ml.) is charged into a glass reaction vessel equipped with a mechanical stirrer, thermometer and addition funnel. Ethyl chloroformate (0.12 mol) is then added dropwise to the reaction mixture with stirring and cooling. After the addition is completed the reaction mixture is allowed to warm to room temperature and stirring is continued for a period of about 1 hour. After this time the reaction mixture i... The reactants are C1N(CCCC2=C1C=CC=C2)C2=NC1=CC=CC=C1C(=C2)CCC(=O)N (3-[2-(1,3,4,5-tetrahydro-2H-2-benzazepin-2-yl)quinolin-4-yl]propanamide), B (borane). The solvent is O1CCCC1 (tetrahydrofuran), O1CCCC1 (tetrahydrofuran). Reaction conditions: temperature 70 celsius, time 4 hour. Product: C1N(CCCC2=C1C=CC=C2)C2=NC1=CC=CC=C1C(=C2)CCCN (3-[2-(1,3,4,5-Tetrahydro-2H-2-benzazepin-2-yl)quinolin-4-yl]propan-1-amine). Isolated yield 20.8%. As a reaction SMILES: [CH2:1]1[C:7]2[CH:8]=[CH:9][CH:10]=[CH:11][C:6]=2[CH2:5][CH2:4][CH2:3][N:2]1[C:12]1[CH:21]=[C:20]([CH2:22][CH2:23][C:24]([NH2:26])=O)[C:19]2[C:14](=[CH:15][CH:16]=[CH:17][CH:18]=2)[N:13]=1.B>O1CCCC1>[CH2:1]1[C:7]2[CH:8]=[CH:9][CH:10]=[CH:11][C:6]=2[CH2:5][CH2:4][CH2:3][N:2]1[C:12]1[CH:21]=[C:20]([CH2:22][CH2:23][CH2:24][NH2:26])[C:19]2[C:14](=[CH:15][CH:16]=[CH:17][CH:18]=2)[N:13]=1. Procedure: To the mixture of 3-[2-(1,3,4,5-tetrahydro-2H-2-benzazepin-2-yl)quinolin-4-yl]propanamide (50 mg, 0.145 mmol) in tetrahydrofuran (5 mL) was added a tetrahydrofuran solution of borane (1.5 mL, 1.5 mmol) at 0° C., followed by stirring at 70° C. for 4 hours. After being quenched with methanol (5 mL) at 0° C., the resulting mixture was concentrated in vacuo to give a residue which was purified by flash column (ethyl acetate/hexane, 3:7) to afford 10 mg of product as a white solid. MS obsd. (ESI+) [(... Starting materials: CN1CC[C@]23C=4C5=CC=C(C4O[C@H]2C(=O)CC[C@]3([C@H]1C5)O)O (oxymorphone), C(=O)([O-])[O-].[K+].[K+] (K2CO3), ClC1=NN=NN1C1=CC=CC=C1 (5-chloro-1-phenyl-1H-tetrazole). Run in CN(C)C=O (DMF). Run at time 20 hour. Yields the product O1C2=C(C=CC=3C[C@@H]4[C@@]5(CCC(C1[C@@]5(C23)CCN4C)=O)O)OC4=NN=NN4C4=CC=CC=C4 (4,5-Epoxy-14-hydroxy-N-methyl-3-(1-phenyl-1H-5-tetrazolyloxy)morphinan-6-on). Yield: 134.0%. Reaction SMILES: [CH3:1][N:2]1[C@@H:19]2[CH2:20][C:7]3=[CH:8][CH:9]=[C:10]([OH:22])[C:11]4[O:12][C@H:13]5[C:14]([CH2:16][CH2:17][C@:18]2([OH:21])[C@:5]5([C:6]=43)[CH2:4][CH2:3]1)=[O:15].C([O-])([O-])=O.[K+].[K+].Cl[C:30]1[N:34]([C:35]2[CH:40]=[CH:39][CH:38]=[CH:37][CH:36]=2)[N:33]=[N:32][N:31]=1>CN(C=O)C>[O:12]1[CH:13]2[C@@:5]34[CH2:4][CH2:3][N:2]([CH3:1])[C@@H:19]([C@:18]3([OH:21])[CH2:17][CH2:16][C:14]2=[O:15])[CH2:20][C:7]2=[C:6]4[C:11]1=[C:10]([O:22][C:30]1[N:34]([C:35]3[CH:40]=[CH:39][CH:38]=[CH:37][CH:36]=3)[N:33]=[N:32][N:31]=1)[CH:9]=[CH:8]2 |f:1.2.3|. Procedure: A mixture of 2.4 g (79.6 mmol) oxymorphone, 24 g (173.6 mmol) anhydrous K2CO3 and 14.55 g (80.1 mmol) 5-chloro-1-phenyl-1H-tetrazole in 300 ml dry DMF was stirred at room temperature under argon for 20 hours. Then the reaction mixture was filtered, washed with CHCl3 and the filtrate was evaporated in vacuo. The oily residue was dissolved in 200 ml CHCl3, extracted with 1 N NaOH, water and brine. The organic layer was dried and evaporated to give 47.5 g of an oil, which was converted to the oxala... The reactants are CCN(C(C)C)C(C)C, CC(=O)N1C(=S)SCC1C(C)C, C=CCCCC=O, [Cl-], [Cl-], [Cl-], [Cl-], ClCCl, [Ti+4]. Product: C=CCCCC(O)CC(=O)N1C(=S)SCC1C(C)C. Reaction SMILES: [CH:13]([N:14]([CH:15]([CH3:16])[CH3:17])[CH2:18][CH3:19])([CH3:20])[CH3:21].[CH:1]([CH3:2])([CH3:3])[CH:4]1[N:5]([C:10]([CH3:11])=[O:12])[C:6](=[S:9])[S:7][CH2:8]1.[CH:22]([CH2:23][CH2:24][CH2:25][CH:26]=[CH2:27])=[O:28].[Cl-:32].[Cl-:33].[Cl-:34].[Cl-:35].[Cl:29][CH2:30][Cl:31].[Ti+4:36]>>[CH:1]([CH3:2])([CH3:3])[CH:4]1[N:5]([C:10]([CH2:11][CH:22]([CH2:23][CH2:24][CH2:25][CH:26]=[CH2:27])[OH:28])=[O:12])[C:6](=[S:9])[S:7][CH2:8]1. Starting materials: Clc1ncc(Br)c2cc[nH]c12, C[O-], CO, Cl, [Cu]I, [Na+]. Yields the product COc1cnc(Cl)c2[nH]ccc12. Reaction SMILES: [Br:1][c:2]1[c:3]2[cH:4][cH:5][nH:6][c:7]2[c:8]([Cl:11])[n:9][cH:10]1.[CH3:12][O-:13].[CH3:16][OH:17].[ClH:15].[Cu:18][I:19].[Na+:14]>>[c:2]1([O:13][CH3:12])[c:3]2[cH:4][cH:5][nH:6][c:7]2[c:8]([Cl:11])[n:9][cH:10]1. Reactants: CCOC=C(C#N)C(=O)OCC, Cc1ccccc1, Nc1csc(-c2ccccc2)c1. Yields the product CCOC(=O)C(C#N)=CNc1csc(-c2ccccc2)c1. Reaction SMILES: [CH2:13]([O:14][CH:16]=[C:17]([C:18](=[O:19])[O:20][CH2:21][CH3:22])[C:23]#[N:24])[CH3:15].[CH3:25][c:26]1[cH:27][cH:28][cH:29][cH:30][cH:31]1.[c:1]1(-[c:7]2[cH:8][c:9]([NH2:12])[cH:10][s:11]2)[cH:2][cH:3][cH:4][cH:5][cH:6]1>>[c:1]1(-[c:7]2[cH:8][c:9]([NH:12][CH:16]=[C:17]([C:18](=[O:19])[O:20][CH2:21][CH3:22])[C:23]#[N:24])[cH:10][s:11]2)[cH:2][cH:3][cH:4][cH:5][cH:6]1. Starting materials: CC(C)(C)OC(=O)N1CCOC(Cc2cccc(C=Cc3cccnc3)c2)C1, CC(C)(C)OC(=O)N1CCOC(Cc2ccc(OS(=O)(=O)C(F)(F)F)c(Cl)c2)C1, Cc1ccc(B(O)O)cc1F. Yields the product Cc1ccc(-c2ccc(CC3CN(C(=O)OC(C)(C)C)CCO3)cc2Cl)cc1F. RXN SMILES: [C:1]([N:2]1[CH2:3][CH2:4][O:5][CH:6]([CH2:7][c:8]2[cH:9][cH:10][cH:11][c:12]([CH:13]=[CH:14][c:15]3[cH:16][n:17][cH:18][cH:19][cH:20]3)[cH:21]2)[CH2:22]1)([O:23][C:24]([CH3:25])([CH3:26])[CH3:27])=[O:28].[C:29]([CH3:30])([CH3:31])([CH3:32])[O:33][C:34](=[O:35])[N:36]1[CH2:37][CH:38]([CH2:42][c:43]2[cH:44][c:45]([Cl:57])[c:46]([O:49][S:50]([C:51]([F:52])([F:53])[F:54])(=[O:55])=[O:56])[cH:47][cH:48]2)[O:39][CH2:40][CH2:41]1.[F:58][c:59]1[cH:60][c:61]([B:66]([OH:67])[OH:68])[cH:62][cH:63][c:64]1[CH3:65]>>[C:29]([CH3:30])([CH3:31])([CH3:32])[O:33][C:34](=[O:35])[N:36]1[CH2:37][CH:38]([CH2:42][c:43]2[cH:44][c:45]([Cl:57])[c:46](-[c:61]3[cH:60][c:59]([F:58])[c:64]([CH3:65])[cH:63][cH:62]3)[cH:47][cH:48]2)[O:39][CH2:40][CH2:41]1.